Dataset: the Open Reaction Database (ORD), a public repository of structured organic reaction records. Task: describe an organic reaction: reactants, conditions, products, and yield The reactants are C1CNCCN1, Clc1cncc(OCc2ccc(-c3ccccn3)cc2)n1, [K+], [K+], O=C([O-])[O-], O=Cc1ccc(-c2ccccn2)cc1. The product is c1ccc(-c2ccc(COc3cncc(N4CCNCC4)n3)cc2)nc1. RXN SMILES: [CH2:22]1[CH2:23][NH:24][CH2:25][CH2:26][NH:27]1.[Cl:1][c:2]1[n:3][c:4]([O:8][CH2:9][c:10]2[cH:11][cH:12][c:13](-[c:16]3[n:17][cH:18][cH:19][cH:20][cH:21]3)[cH:14][cH:15]2)[cH:5][n:6][cH:7]1.[K+:28].[K+:29].[O-:30][C:31]([O-:32])=[O:33].[n:34]1[cH:35][cH:36][cH:37][cH:38][c:39]1-[c:40]1[cH:41][cH:42][c:43]([CH:44]=[O:45])[cH:46][cH:47]1>>[c:2]1([N:24]2[CH2:23][CH2:22][NH:27][CH2:26][CH2:25]2)[n:3][c:4]([O:8][CH2:9][c:10]2[cH:11][cH:12][c:13](-[c:16]3[n:17][cH:18][cH:19][cH:20][cH:21]3)[cH:14][cH:15]2)[cH:5][n:6][cH:7]1.